Dataset: the Open Reaction Database (ORD), a public repository of structured organic reaction records. Task: describe an organic reaction: reactants, conditions, products, and yield Reactants: C(C)(=O)OC=C (vinyl acetate), [Cl-].[Al+3].[Cl-].[Cl-] (aluminum chloride), C(CCCC)C=CC=C (pentylbutadiene). The solvent is C1(=CC=CC=C1)C (toluene). Conditions: temperature 0 celsius, time 5 hour. Yields the product C(C)(=O)OC1CC=C(CC1)C (4-Methyl-3-cyclohexenol acetate). As a reaction SMILES: [C:1]([O:4]C=C)(=[O:3])[CH3:2].[Cl-].[Al+3].[Cl-].[Cl-].[CH2:11]([CH:16]=[CH:17][CH:18]=[CH2:19])[CH2:12][CH2:13]CC>C1(C)C=CC=CC=1>[C:1]([O:4][CH:11]1[CH2:16][CH2:17][C:18]([CH3:19])=[CH:13][CH2:12]1)(=[O:3])[CH3:2] |f:1.2.3.4|. Procedure: To a solution of vinyl acetate 4A (20 mL) in anhydrous toluene (220 mL) is added aluminum chloride (2.89 g). The flask is cooled to 0° C., and the isoprene 1C (R=methyl) (21.7 mL) is added dropwise. The reaction mixture is stirred 5 hours at 0° C., then allowed to stand at 4° C. for a further 16 hours. The reaction mixtire is then sequentially extracted with two portions (150 mL each) of 1% hydrochloric acid solution, water (75 mL), and brine (75 mL). It is dried over sodium sulfate, filtered th... The reactants are CC(=O)O[BH-](OC(C)=O)OC(C)=O, CC(C)(C)OC(=O)NN, CC(=O)O, ClCCCl, [Na+], O=C1CCCOC1, O. Yields the product CC(C)(C)OC(=O)NNC1CCCOC1. RXN SMILES: [C:21]([O:22][BH-:23]([O:24][C:25](=[O:26])[CH3:27])[O:28][C:29](=[O:30])[CH3:31])(=[O:32])[CH3:33].[C:8]([NH:9][NH2:10])(=[O:11])[O:12][C:13]([CH3:14])([CH3:15])[CH3:16].[CH3:17][C:18](=[O:19])[OH:20].[Cl:35][CH2:36][CH2:37][Cl:38].[Na+:34].[O:1]1[CH2:2][C:3](=[O:7])[CH2:4][CH2:5][CH2:6]1.[OH2:39]>>[O:1]1[CH2:2][CH:3]([NH:10][NH:9][C:8](=[O:11])[O:12][C:13]([CH3:14])([CH3:15])[CH3:16])[CH2:4][CH2:5][CH2:6]1. Reactants: C([O-])([O-])=O.[Na+].[Na+] (sodium carbonate), OC1=C(C(=C(C=O)C=C1)[N+](=O)[O-])OC (4-hydroxy-3-methoxy-2-nitrobenzaldehyde), S(=O)(=O)(OC)OC (dimethyl sulfate). The solvent is C1(=CC=CC=C1)C (toluene). Product: COC=1C(=C(C=O)C=CC1OC)[N+](=O)[O-] (3,4-Dimethoxy-2-nitrobenzaldehyde). The yield is 78.0%. Reaction SMILES: [C:1](=[O:4])([O-])[O-].[Na+].[Na+].O[C:8]1[CH:15]=[CH:14][C:11]([CH:12]=[O:13])=[C:10]([N+:16]([O-:18])=[O:17])[C:9]=1[O:19][CH3:20].S(OC)(OC)(=O)=O>C1(C)C=CC=CC=1>[CH3:20][O:19][C:9]1[C:10]([N+:16]([O-:18])=[O:17])=[C:11]([CH:14]=[CH:15][C:8]=1[O:4][CH3:1])[CH:12]=[O:13] |f:0.1.2|. Procedure details: Anhydrous sodium carbonate (957 g., 9.03 moles), toluene (5 liters), 4-hydroxy-3-methoxy-2-nitrobenzaldehyde (1424 g., 7.22 moles) and dimethyl sulfate (810 ml., 8.67 moles) were refluxed for 4 hours. Toluene was removed in vacuo and the residual solid dissolved in 5 liters of ethyl acetate and 3 liters of water. The organic layer was separated, washed with 2 liters of 1 N NaOH and 6 liters of brine, decolorized with charcoal, dried over magnesium sulfate and filtered. Hexane (7.6 liters) was ad... Starting materials: CC(C)(C)[O-], COCCOC, Clc1nccc2ccccc12, ClCCl, COc1ncc(-c2cncc(CNC(=O)OC(C)(C)C)n2)cc1N, [Na+], CC(=O)[O-], CC(=O)[O-], [Pd+2]. Product: COc1ncc(-c2cncc(CNC(=O)OC(C)(C)C)n2)cc1Nc1nccc2ccccc12. Reaction SMILES: [CH3:36][C:37]([CH3:38])([O-:39])[CH3:40].[CH3:42][O:43][CH2:44][CH2:45][O:46][CH3:47].[Cl:25][c:26]1[n:27][cH:28][cH:29][c:30]2[cH:31][cH:32][cH:33][cH:34][c:35]12.[Cl:48][CH2:49][Cl:50].[NH2:1][c:2]1[cH:3][c:4](-[c:10]2[cH:11][n:12][cH:13][c:14]([CH2:16][NH:17][C:18]([O:19][C:20]([CH3:21])([CH3:22])[CH3:23])=[O:24])[n:15]2)[cH:5][n:6][c:7]1[O:8][CH3:9].[Na+:41].[O-:52][C:53]([CH3:54])=[O:55].[O-:56][C:57]([CH3:58])=[O:59].[Pd+2:51]>>[NH:1]([c:2]1[cH:3][c:4](-[c:10]2[cH:11][n:12][cH:13][c:14]([CH2:16][NH:17][C:18]([O:19][C:20]([CH3:21])([CH3:22])[CH3:23])=[O:24])[n:15]2)[cH:5][n:6][c:7]1[O:8][CH3:9])[c:26]1[n:27][cH:28][cH:29][c:30]2[cH:31][cH:32][cH:33][cH:34][c:35]12. The reactants are CC(=O)O[BH-](OC(C)=O)OC(C)=O, CCOC(=O)C1CNCCN1CCn1c(=O)cc(C)c2ccc(OC)cc21, CC(=O)O, ClC(Cl)Cl, ClCCl, Cl, [Na+], O=CCc1ccc2c(c1)OCCO2, O. Yields the product CCOC(=O)C1CN(CCc2ccc3c(c2)OCCO3)CCN1CCn1c(=O)cc(C)c2ccc(OC)cc21. RXN SMILES: [C:41]([O:42][BH-:43]([O:44][C:45](=[O:46])[CH3:47])[O:48][C:49](=[O:50])[CH3:51])(=[O:52])[CH3:53].[CH3:1][O:2][c:3]1[cH:4][cH:5][c:6]2[c:7]([CH3:27])[cH:8][c:9](=[O:26])[n:10]([CH2:13][CH2:14][N:15]3[CH:16]([C:21](=[O:22])[O:23][CH2:24][CH3:25])[CH2:17][NH:18][CH2:19][CH2:20]3)[c:11]2[cH:12]1.[CH3:61][C:62](=[O:63])[OH:64].[CH:57]([Cl:58])([Cl:59])[Cl:60].[Cl:65][CH2:66][Cl:67].[ClH:55].[Na+:54].[O:28]1[CH2:29][CH2:30][O:31][c:32]2[c:33]1[cH:34][cH:35][c:36]([CH2:38][CH:39]=[O:40])[cH:37]2.[OH2:56]>>[CH3:1][O:2][c:3]1[cH:4][cH:5][c:6]2[c:7]([CH3:27])[cH:8][c:9](=[O:26])[n:10]([CH2:13][CH2:14][N:15]3[CH:16]([C:21](=[O:22])[O:23][CH2:24][CH3:25])[CH2:17][N:18]([CH2:39][CH2:38][c:36]4[cH:35][cH:34][c:33]5[c:32]([cH:37]4)[O:31][CH2:30][CH2:29][O:28]5)[CH2:19][CH2:20]3)[c:11]2[cH:12]1. The reactants are O=C1CCc2cc(Br)ccc21, CN(C)C=O, Cl[Fe]Cl, Cl, N#C[Cu], O. The product is N#Cc1ccc2c(c1)CCC2=O. Reaction SMILES: [Br:1][c:2]1[cH:3][c:4]2[c:8]([cH:9][cH:10]1)[C:7](=[O:11])[CH2:6][CH2:5]2.[CH3:16][N:17]([CH3:18])[CH:19]=[O:20].[Cl:22][Fe:23][Cl:24].[ClH:21].[Cu:12][C:13]#[N:14].[OH2:15]>>[c:2]1([C:13]#[N:14])[cH:3][c:4]2[c:8]([cH:9][cH:10]1)[C:7](=[O:11])[CH2:6][CH2:5]2. As a reaction SMILES: [C:36](=[O:37])([O-:38])[O-:39].[CH2:29]([CH3:30])[O:31][C:32]([CH2:33][Br:34])=[O:35].[CH3:44][C:45]#[N:46].[Cs+:40].[Cs+:41].[I-:43].[K+:42].[nH:1]1[cH:2][cH:3][c:4]2[cH:5][cH:6][c:7]([CH2:10][C:11](=[O:12])[N:13]([CH2:14][C:15]#[C:16][c:17]3[cH:18][cH:19][c:20]([O:23][C:24]([F:25])([F:26])[F:27])[cH:21][cH:22]3)[CH3:28])[cH:8][c:9]12>>[n:1]1([CH2:33][C:32]([O:31][CH2:29][CH3:30])=[O:35])[cH:2][cH:3][c:4]2[cH:5][cH:6][c:7]([CH2:10][C:11](=[O:12])[N:13]([CH2:14][C:15]#[C:16][c:17]3[cH:18][cH:19][c:20]([O:23][C:24]([F:25])([F:26])[F:27])[cH:21][cH:22]3)[CH3:28])[cH:8][c:9]12. The product is CCOC(=O)Cn1ccc2ccc(CC(=O)N(C)CC#Cc3ccc(OC(F)(F)F)cc3)cc21. Starting materials: O=C([O-])[O-], CCOC(=O)CBr, CC#N, [Cs+], [Cs+], [I-], [K+], CN(CC#Cc1ccc(OC(F)(F)F)cc1)C(=O)Cc1ccc2cc[nH]c2c1. RXN SMILES: [CH2:47]([N+:48]([CH2:49][CH2:50][CH2:51][CH3:52])([CH2:53][CH2:54][CH2:55][CH3:56])[CH2:57][CH2:58][CH2:59][CH3:60])[CH2:61][CH2:62][CH3:63].[CH2:64]1[O:65][CH2:66][CH2:67][CH2:68]1.[CH3:1][C:2]([Si:3]([c:4]1[cH:5][cH:34][cH:35][cH:36][cH:37]1)([O:6][c:7]1[cH:8][c:9]([N:28]2[CH2:29][CH2:30][O:31][CH2:32][CH2:33]2)[cH:10][c:11]2[n:12]([CH2:17][c:18]3[cH:19][cH:20][cH:21][c:22]4[cH:23][cH:24][cH:25][cH:26][c:27]34)[c:13]([CH3:16])[n:14][c:15]12)[c:38]1[cH:39][cH:40][cH:41][cH:42][cH:43]1)([CH3:44])[CH3:45].[F-:46]>>[OH:6][c:7]1[cH:8][c:9]([N:28]2[CH2:29][CH2:30][O:31][CH2:32][CH2:33]2)[cH:10][c:11]2[n:12]([CH2:17][c:18]3[cH:19][cH:20][cH:21][c:22]4[cH:23][cH:24][cH:25][cH:26][c:27]34)[c:13]([CH3:16])[n:14][c:15]12. Yields the product Cc1nc2c(O)cc(N3CCOCC3)cc2n1Cc1cccc2ccccc12. The reactants are CCCC[N+](CCCC)(CCCC)CCCC, C1CCOC1, Cc1nc2c(O[Si](c3ccccc3)(c3ccccc3)C(C)(C)C)cc(N3CCOCC3)cc2n1Cc1cccc2ccccc12, [F-].